Dataset: the Open Reaction Database (ORD), a public repository of structured organic reaction records. Task: describe an organic reaction: reactants, conditions, products, and yield Product: CC(=O)[NH+]([O-])CC1CN(c2ccc(N3CCN(S(=O)(=O)c4ccccc4C#N)CC3)c(F)c2)C(=O)O1. Reactants: CC(=O)NCC1CN(c2ccc(N3CCN(S(=O)(=O)c4ccccc4C#N)CC3)c(F)c2)C(=O)O1, CO, [Mg]. Reaction SMILES: [C:1](#[N:2])[c:3]1[c:4]([S:9](=[O:10])(=[O:11])[N:12]2[CH2:13][CH2:14][N:15]([c:18]3[c:19]([F:35])[cH:20][c:21]([N:24]4[C:25](=[O:34])[O:26][CH:27]([CH2:29][NH:30][C:31]([CH3:32])=[O:33])[CH2:28]4)[cH:22][cH:23]3)[CH2:16][CH2:17]2)[cH:5][cH:6][cH:7][cH:8]1.[CH3:37][OH:38].[Mg:36]>>[C:1](#[N:2])[c:3]1[c:4]([S:9](=[O:10])(=[O:11])[N:12]2[CH2:13][CH2:14][N:15]([c:18]3[c:19]([F:35])[cH:20][c:21]([N:24]4[C:25](=[O:34])[O:26][CH:27]([CH2:29][NH+:30]([C:31]([CH3:32])=[O:33])[O-:38])[CH2:28]4)[cH:22][cH:23]3)[CH2:16][CH2:17]2)[cH:5][cH:6][cH:7][cH:8]1. Starting materials: BrC=1C=C(C2=C(C(=CO2)C(=O)O)C1)[N+](=O)[O-] (5-Bromo-7-nitro-1-benzofuran-3-carboxylic acid), CuO. Run in C1(=CC=CC=C1)C (toluene), N1=CC=CC2=CC=CC=C12 (quinoline). Reaction conditions: temperature 190 celsius. Product: BrC=1C=C(C2=C(C=CO2)C1)[N+](=O)[O-] (5-Bromo-7-nitro-1-benzofuran). As a reaction SMILES: [Br:1][C:2]1[CH:3]=[C:4]([N+:14]([O-:16])=[O:15])[C:5]2[O:9][CH:8]=[C:7](C(O)=O)[C:6]=2[CH:13]=1>N1C2C(=CC=CC=2)C=CC=1.C1(C)C=CC=CC=1>[Br:1][C:2]1[CH:3]=[C:4]([N+:14]([O-:16])=[O:15])[C:5]2[O:9][CH:8]=[CH:7][C:6]=2[CH:13]=1. Procedure: 5-Bromo-7-nitro-1-benzofuran-3-carboxylic acid (4.65 g, 16 mmol; obtained in Step 2) was suspended in quinoline (25 mL), 0.1 g CuO was added and the mixture heated to 190° C. for 30 minutes. The warm reaction mixture was diluted with hot toluene (100 mL), filtered and the filter cake washed with hot toluene (total 400 mL). The combined toluene extracts were washed with 1 M HCl (2×100 mL) and brine, evaporated and the solid product washed with hexane, collected by filtration and dried. Yield: 1.9...